Dataset: the Open Reaction Database (ORD), a public repository of structured organic reaction records. Task: describe an organic reaction: reactants, conditions, products, and yield Reactants: COC1=CC=2C3=C(NC2C=N1)N=CC(=C3)C3=CC=C(C=C3)CN3CCCCC3 (6-methoxy-3-(4-piperidin-1-ylmethyl-phenyl)-9H-dipyrido[2,3-b;4′,3′-d]pyrrole), Br (HBr). Run at temperature 100 celsius. Yields the product O=C1C=C2C3=C(NC2=CN1)N=CC(=C3)C3=CC=C(C=C3)CN3CCCCC3 (6-Oxo-3-(4-piperidin-1-ylmethyl-phenyl)-6,7-dihydro-9H-dipyrido[2,3-b;4′,3′-d]pyrrole). Yield: 27.9%. RXN SMILES: C[O:2][C:3]1[N:11]=[CH:10][C:9]2[NH:8][C:7]3[N:12]=[CH:13][C:14]([C:16]4[CH:21]=[CH:20][C:19]([CH2:22][N:23]5[CH2:28][CH2:27][CH2:26][CH2:25][CH2:24]5)=[CH:18][CH:17]=4)=[CH:15][C:6]=3[C:5]=2[CH:4]=1.Br>>[O:2]=[C:3]1[NH:11][CH:10]=[C:9]2[C:5]([C:6]3[CH:15]=[C:14]([C:16]4[CH:17]=[CH:18][C:19]([CH2:22][N:23]5[CH2:24][CH2:25][CH2:26][CH2:27][CH2:28]5)=[CH:20][CH:21]=4)[CH:13]=[N:12][C:7]=3[NH:8]2)=[CH:4]1. Procedure: To 6-methoxy-3-(4-piperidin-1-ylmethyl-phenyl)-9H-dipyrido[2,3-b;4′,3′-d]pyrrole (200 mg, 0.5 mmol) was added HBr (33% in acetic acid, 5 mL) and the reaction was heated at 100° C. for 16 h. The cooled reaction mixture was then evaporated in vacuo to afford a residue that was purified by preparative HPLC [0-30% MeCN in water (0.1% formic acid) over 30 min, 35 mL/min] to afford the title compound as a bright yellow solid (50 mg, 30%). 1H NMR (DMSO-D6, 400 MHz): 11.51 (s, 1H), 8.91-8.74 (m, 2H), 8.... Reactants: solid, C(=O)(O)[O-].[Na+] (NaHCO3), CN1CC[C@]23C4=C5C=CC(=C4O[C@H]2C(=O)CC[C@H]3[C@H]1C5)OC.C(C(C(=O)O)O)(C(=O)O)O (Hydrocodone bitartrate). Run in O (water). Product: CN1CC[C@]23C4=C5C=CC(=C4O[C@H]2C(=O)CC[C@H]3[C@H]1C5)OC (hydrocodone). As a reaction SMILES: [CH3:1][N:2]1[C@@H:19]2[CH2:20][C:7]3[CH:8]=[CH:9][C:10]([O:21][CH3:22])=[C:11]4[O:12][C@H:13]5[C:14]([CH2:16][CH2:17][C@@H:18]2[C@:5]5([C:6]=34)[CH2:4][CH2:3]1)=[O:15].C(O)(C(O)=O)C(O)C(O)=O.C([O-])(O)=O.[Na+]>O>[CH3:1][N:2]1[C@@H:19]2[CH2:20][C:7]3[CH:8]=[CH:9][C:10]([O:21][CH3:22])=[C:11]4[O:12][C@H:13]5[C:14]([CH2:16][CH2:17][C@@H:18]2[C@:5]5([C:6]=34)[CH2:4][CH2:3]1)=[O:15] |f:0.1,2.3|. Reported procedure: Hydrocodone bitartrate salt was dissolved in water. To this was added 2 equivalents solid NaHCO3. Hydrocodone precipitates and dichlormethane was added. The biphasic solution was allowed to stir for twenty minutes. The layers were then separated and the basic aqueous layer was extracted two times with dichloromethane. The organic layer was dried over MgSO4 and evaporated to yield hydrocodone free base as a white powder. Isolated yield was generally 95+%